The task is: describe an organic reaction: reactants, conditions, products, and yield. This data is from the Open Reaction Database (ORD), a public repository of structured organic reaction records. Reactants: FC1=C(C=CC(=C1)F)SC=1C=C(C(=O)Cl)C=CC1[N+](=O)[O-] (3-(2,4-difluorophenylthio)-4-nitrobenzoyl chloride), NC1=CC=CC=C1 (aniline), C([O-])(O)=O.[Na+] (sodium bicarbonate). Run in O (Water), O1CCCC1 (tetrahydrofuran), O1CCCC1 (tetrahydrofuran), O (water). Conditions: temperature 5 celsius, time 1 hour. Product: C1(=CC=CC=C1)NC(C1=CC(=C(C=C1)[N+](=O)[O-])SC1=C(C=C(C=C1)F)F)=O (N-phenyl3-(2,4-difluorophenylthio)-4-nitrobenzamide). Isolated yield 93.9%. Reaction SMILES: [F:1][C:2]1[CH:7]=[C:6]([F:8])[CH:5]=[CH:4][C:3]=1[S:9][C:10]1[CH:11]=[C:12]([CH:16]=[CH:17][C:18]=1[N+:19]([O-:21])=[O:20])[C:13](Cl)=[O:14].[NH2:22][C:23]1[CH:28]=[CH:27][CH:26]=[CH:25][CH:24]=1.C(=O)(O)[O-].[Na+]>O1CCCC1.O>[C:23]1([NH:22][C:13](=[O:14])[C:12]2[CH:16]=[CH:17][C:18]([N+:19]([O-:21])=[O:20])=[C:10]([S:9][C:3]3[CH:4]=[CH:5][C:6]([F:8])=[CH:7][C:2]=3[F:1])[CH:11]=2)[CH:28]=[CH:27][CH:26]=[CH:25][CH:24]=1 |f:2.3|. Reported procedure: A solution of 3-(2,4-difluorophenylthio)-4-nitrobenzoyl chloride (1 g) in tetrahydrofuran (3 ml) was added to a stirred mixture of aniline (0.306 g) and sodium bicarbonate (0.51 g) in tetrahydrofuran (2 ml) and water (5 ml) at 5° C. The mixture was stirred at 5° C. for 1 hour and at room temperature for 1 hour. Water was added to the reaction mixture and the mixture was extracted with chloroform. The extract was washed with water, dried and evaporated. The residue was washed with ethanol to give... The reactants are CC1=C2C=C(NC2=CC=C1)C(=O)O (4-methyl-1H-indole-2-carboxylic acid), C(#N)C=1C=C(CBr)C=CC1 (3-cyano-benzylbromide). Run in CN(C=O)C (dimethylformamide). Product: C(#N)C=1C=C(COC(=O)C=2NC3=CC=CC(=C3C2)C)C=CC1 (4-methyl-1H-indole-2-carboxylic acid 3-cyano-benzyl ester). Isolated yield 75.0%. RXN SMILES: [CH3:1][C:2]1[CH:10]=[CH:9][CH:8]=[C:7]2[C:3]=1[CH:4]=[C:5]([C:11]([OH:13])=[O:12])[NH:6]2.[C:14]([C:16]1[CH:17]=[C:18]([CH:21]=[CH:22][CH:23]=1)[CH2:19]Br)#[N:15]>CN(C)C=O>[C:14]([C:16]1[CH:17]=[C:18]([CH:21]=[CH:22][CH:23]=1)[CH2:19][O:12][C:11]([C:5]1[NH:6][C:7]2[C:3]([CH:4]=1)=[C:2]([CH3:1])[CH:10]=[CH:9][CH:8]=2)=[O:13])#[N:15]. Procedure: The starting material was 4-methyl-1H-indole-2-carboxylic acid. Alkylation with 3-cyano-benzylbromide (analogously to example 19/1, but the solvent was dimethylformamide instead of tetrahydrofuran) gave 4-methyl-1H-indole-2-carboxylic acid 3-cyano-benzyl ester. Yield: 75%. MS: 291.1 (M+H+).